From a dataset of the Open Reaction Database (ORD), a public repository of structured organic reaction records. describe an organic reaction: reactants, conditions, products, and yield Starting materials: ClC1=CC=2C(C3=CC4=CC=CC=C4C=C3C(C2C=C1)=O)=O (2-chloro-5,12-tetracenequinone), C1(CCCCC1)O (cyclohexanol). Solvent: [Al](OC(C)CC)(OC(C)CC)OC(C)CC (Al(O-sec-Bu)3). Conditions: temperature 159 celsius, time 8 hour. Product: ClC1=CC2=CC3=CC4=CC=CC=C4C=C3C=C2C=C1 (2-chlorotetracene). Yield: 48.7%. As a reaction SMILES: [Cl:1][C:2]1[CH:19]=[CH:18][C:17]2[C:16](=O)[C:15]3[C:6](=[CH:7][C:8]4[C:13]([CH:14]=3)=[CH:12][CH:11]=[CH:10][CH:9]=4)[C:5](=O)[C:4]=2[CH:3]=1.C1(O)CCCCC1>[Al](OC(CC)C)(OC(CC)C)OC(CC)C>[Cl:1][C:2]1[CH:19]=[CH:18][C:17]2[C:4](=[CH:5][C:6]3[C:15]([CH:16]=2)=[CH:14][C:13]2[C:8](=[CH:9][CH:10]=[CH:11][CH:12]=2)[CH:7]=3)[CH:3]=1. Procedure details: A 2-necked, 500 mL round-bottomed flask was fitted with a distillation head and receiver, and charged with 2-chloro-5,12-tetracenequinone (11.5 g, 39.4 mmol), cyclohexanol (100 mL), and Al(O-sec-Bu)3 (50 mL) under nitrogen. The mixture was heated until distillate began collecting in the receiver at a pot temperature of ca. 115° C. The distillation was continued until the temperature of the dark orange mixture reached 162° C., and the solution was then heated at 159° C. for 36 h. The mixture was ... Starting materials: COc1ccc(CN2C(=O)CN(Cc3ccc(C(=O)Cl)cc3)S2(=O)=O)c(OC)c1, CSc1ccc(CO)cc1, ClCCl. Yields the product COc1ccc(CN2C(=O)CN(Cc3ccc(C(=O)OCc4ccc(SC)cc4)cc3)S2(=O)=O)c(OC)c1. Reaction SMILES: [CH3:1][O:2][c:3]1[c:4]([CH2:5][N:6]2[C:7](=[O:23])[CH2:8][N:9]([CH2:13][c:14]3[cH:15][cH:16][c:17]([C:18](=[O:19])[Cl:20])[cH:21][cH:22]3)[S:10]2(=[O:11])=[O:12])[cH:24][cH:25][c:26]([O:28][CH3:29])[cH:27]1.[CH3:30][S:31][c:32]1[cH:33][cH:34][c:35]([CH2:36][OH:37])[cH:38][cH:39]1.[Cl:40][CH2:41][Cl:42]>>[CH3:1][O:2][c:3]1[c:4]([CH2:5][N:6]2[C:7](=[O:23])[CH2:8][N:9]([CH2:13][c:14]3[cH:15][cH:16][c:17]([C:18](=[O:19])[O:37][CH2:36][c:35]4[cH:34][cH:33][c:32]([S:31][CH3:30])[cH:39][cH:38]4)[cH:21][cH:22]3)[S:10]2(=[O:11])=[O:12])[cH:24][cH:25][c:26]([O:28][CH3:29])[cH:27]1. Product: CC1=C(C(=CC=C1)C)N1CC(CC1=O)(C(=O)O)CC(=C)C (1-(2,6-dimethylphenyl)-3-(2-methylallyl)-5-oxo-pyrrolidine-3-carboxylic acid). RXN SMILES: C[O:2][C:3]([C:5]1([CH2:19][C:20]([CH3:22])=[CH2:21])[CH2:9][C:8](=[O:10])[N:7]([C:11]2[C:16]([CH3:17])=[CH:15][CH:14]=[CH:13][C:12]=2[CH3:18])[CH2:6]1)=[O:4].[Li+].[OH-]>CO>[CH3:17][C:16]1[CH:15]=[CH:14][CH:13]=[C:12]([CH3:18])[C:11]=1[N:7]1[C:8](=[O:10])[CH2:9][C:5]([CH2:19][C:20]([CH3:22])=[CH2:21])([C:3]([OH:4])=[O:2])[CH2:6]1 |f:1.2|. Run at temperature 70 celsius. Procedure details: To a solution of 1-(2,6-dimethylphenyl)-3-(2-methylallyl)-5-oxo-pyrrolidine-3-carboxylic acid methyl ester (prepared from step a, 10.9 g, 36.21 mmol) in MeOH (100 mL) was added 1M LiOH (100 mL, 100 mmol) and the resulting clear solution was refluxed (70° C.) for an hour. The reaction mixture was then cooled to room temperature, MeOH was removed under reduced pressure and the obtained basic aqueous solution was added to a cooled (0° C.) 2N HCl (200 mL) with vigorous stirring. The resulting white ... Run in CO (MeOH). Starting materials: COC(=O)C1(CN(C(C1)=O)C1=C(C=CC=C1C)C)CC(=C)C (1-(2,6-dimethylphenyl)-3-(2-methylallyl)-5-oxo-pyrrolidine-3-carboxylic acid methyl ester), [Li+].[OH-] (LiOH). Reactants: CCO, NC(=O)c1ccc(Cn2ccc(NC(=S)NCC(F)(F)F)n2)cc1, N. The product is NC(=O)c1ccc(Cn2ccc(NC(N)=NCC(F)(F)F)n2)cc1. As a reaction SMILES: [CH3:26][CH2:27][OH:28].[F:1][C:2]([CH2:3][NH:4][C:5]([NH:6][c:7]1[n:8][n:9]([CH2:12][c:13]2[cH:14][cH:15][c:16]([C:17](=[O:18])[NH2:19])[cH:20][cH:21]2)[cH:10][cH:11]1)=[S:22])([F:23])[F:24].[NH3:25]>>[F:1][C:2]([CH2:3][N:4]=[C:5]([NH:6][c:7]1[n:8][n:9]([CH2:12][c:13]2[cH:14][cH:15][c:16]([C:17](=[O:18])[NH2:19])[cH:20][cH:21]2)[cH:10][cH:11]1)[NH2:25])([F:23])[F:24].